This data is from the Open Reaction Database (ORD), a public repository of structured organic reaction records. The task is: describe an organic reaction: reactants, conditions, products, and yield Starting materials: C=CCOCCC(N)c1cccc(OC)c1, CC#N, [O-][Cl+3]([O-])([O-])[O-], [Li+], [Na+], O=C([O-])O, CC(C)(C)OC(=O)NC(Cc1ccccc1)C1CO1. The product is C=CCOCCC(NCC(O)C(Cc1ccccc1)NC(=O)OC(C)(C)C)c1cccc(OC)c1. As a reaction SMILES: [CH2:7]([CH:8]=[CH2:9])[O:10][CH2:11][CH2:12][CH:13]([NH2:14])[c:15]1[cH:16][c:17]([O:21][CH3:22])[cH:18][cH:19][cH:20]1.[CH3:47][C:48]#[N:49].[Cl+3:1]([O-:2])([O-:3])([O-:4])[O-:5].[Li+:6].[Na+:46].[O-:42][C:43]([OH:44])=[O:45].[O:23]1[CH:24]([CH:26]([CH2:27][c:28]2[cH:29][cH:30][cH:31][cH:32][cH:33]2)[NH:34][C:35]([O:36][C:37]([CH3:38])([CH3:39])[CH3:40])=[O:41])[CH2:25]1>>[CH2:7]([CH:8]=[CH2:9])[O:10][CH2:11][CH2:12][CH:13]([NH:14][CH2:25][CH:24]([OH:23])[CH:26]([CH2:27][c:28]1[cH:29][cH:30][cH:31][cH:32][cH:33]1)[NH:34][C:35]([O:36][C:37]([CH3:38])([CH3:39])[CH3:40])=[O:41])[c:15]1[cH:16][c:17]([O:21][CH3:22])[cH:18][cH:19][cH:20]1. Starting materials: CCOC(=O)Cl, Cl, O=C(NC1CCNC1)c1c[nH]c2c(-c3c(OCC4CC4)ccc4c3OCO4)ncnc12. The product is CCOC(=O)N1CCC(NC(=O)c2c[nH]c3c(-c4c(OCC5CC5)ccc5c4OCO5)ncnc23)C1. RXN SMILES: [Cl:33][C:34](=[O:35])[O:36][CH2:37][CH3:38].[ClH:1].[NH:2]1[CH2:3][CH:4]([NH:7][C:8](=[O:9])[c:10]2[cH:11][nH:12][c:13]3[c:14]2[n:15][cH:16][n:17][c:18]3-[c:19]2[c:20]([O:28][CH2:29][CH:30]3[CH2:31][CH2:32]3)[cH:21][cH:22][c:23]3[c:27]2[O:26][CH2:25][O:24]3)[CH2:5][CH2:6]1>>[N:2]1([C:34](=[O:35])[O:36][CH2:37][CH3:38])[CH2:3][CH:4]([NH:7][C:8](=[O:9])[c:10]2[cH:11][nH:12][c:13]3[c:14]2[n:15][cH:16][n:17][c:18]3-[c:19]2[c:20]([O:28][CH2:29][CH:30]3[CH2:31][CH2:32]3)[cH:21][cH:22][c:23]3[c:27]2[O:26][CH2:25][O:24]3)[CH2:5][CH2:6]1. Reactants: O=Cc1ccc(Br)nc1, C1CCOC1, [Li]CCCC, [Cl-], [Cl-], Clc1ccnc2ccsc12, [Zn+2]. The product is O=Cc1ccc(-c2cc3nccc(Cl)c3s2)nc1. RXN SMILES: [Br:16][c:17]1[n:18][cH:19][c:20]([CH:21]=[O:22])[cH:23][cH:24]1.[CH2:25]1[O:26][CH2:27][CH2:28][CH2:29]1.[CH3:11][CH2:12][CH2:13][CH2:14][Li:15].[Cl-:30].[Cl-:32].[Cl:1][c:2]1[c:3]2[c:4]([n:5][cH:6][cH:7]1)[cH:8][cH:9][s:10]2.[Zn+2:31]>>[Cl:1][c:2]1[c:3]2[c:4]([n:5][cH:6][cH:7]1)[cH:8][c:9](-[c:17]1[n:18][cH:19][c:20]([CH:21]=[O:22])[cH:23][cH:24]1)[s:10]2. The reactants are CO (methanol), OCC1=CN=CS1 (5-hydroxymethylthiazole), Cl.NCCS (cysteamine hydrochloride), Br (hydrobromic acid). Yields the product Br.Br.NCCSCC1=CN=CS1 (5-[(2-aminoethyl)thiomethyl]thiazole dihydrobromide). As a reaction SMILES: O[CH2:2][C:3]1[S:7][CH:6]=[N:5][CH:4]=1.Cl.[NH2:9][CH2:10][CH2:11][SH:12].CO.[BrH:15]>>[BrH:15].[BrH:15].[NH2:9][CH2:10][CH2:11][S:12][CH2:2][C:3]1[S:7][CH:6]=[N:5][CH:4]=1 |f:1.2,5.6.7|. Procedure: The reaction of 5-hydroxymethylthiazole (2.01 g.) with cysteamine hydrochloride (1.99 g.) in aqueous hydrobromic acid by the method described in Example 1(i)(a) gave 5-[(2-aminoethyl)thiomethyl]thiazole dihydrobromide (4.85 g.), m.p. 191°-194° (from methanol). The reactants are [N+](=O)([O-])C1=C2C(C(=O)N(C2=O)C(CC#N)C2=CC(=C(C=C2)OC)OCC)=CC=C1 (3-(3-nitrophthalimido)-3-(3-ethoxy-4-methoxyphenyl)propanenitrile), [H][H] (hydrogen). Reagents/catalysts: [Pd] (palladium on carbon). Solvent: C(C)(=O)OCC (ethyl acetate). Yields the product NC1=C2C(C(=O)N(C2=O)C(CC#N)C2=CC(=C(C=C2)OC)OCC)=CC=C1 (3-(3-aminophthalimido)-3-(3-ethoxy-4-methoxyphenyl)propanenitrile). The yield is 49.3%. RXN SMILES: [N+:1]([C:4]1[CH:29]=[CH:28][CH:27]=[C:6]2[C:7]([N:9]([CH:12]([C:16]3[CH:21]=[CH:20][C:19]([O:22][CH3:23])=[C:18]([O:24][CH2:25][CH3:26])[CH:17]=3)[CH2:13][C:14]#[N:15])[C:10](=[O:11])[C:5]=12)=[O:8])([O-])=O.[H][H]>C(OCC)(=O)C.[Pd]>[NH2:1][C:4]1[CH:29]=[CH:28][CH:27]=[C:6]2[C:7]([N:9]([CH:12]([C:16]3[CH:21]=[CH:20][C:19]([O:22][CH3:23])=[C:18]([O:24][CH2:25][CH3:26])[CH:17]=3)[CH2:13][C:14]#[N:15])[C:10](=[O:11])[C:5]=12)=[O:8]. Procedure details: To a solution of 3-(3-nitrophthalimido)-3-(3-ethoxy-4-methoxyphenyl)propanenitrile (0.2 g, 0.5 mmol) in 30 mL of ethyl acetate was added 0.05 g of 10%, palladium on carbon catalyst. The mixture was hydrogenated in a Parr-Shaker apparatus at 55-60 psi of hydrogen overnight. The reaction mixture was filtered through celite and the filtrate was concentrated in vacuo to afford a yellow oil. The crude product was purified by flash column chromatography (silica gel, 3% ethyl acetate/methylene chloride... The reactants are CC(=O)O, O=c1[nH]cnc2ccc(Cl)nc12, [K+], [K+], O=C([O-])[O-], C1COCCO1, O, OB(O)c1ccc(F)cc1, c1ccc(P(c2ccccc2)(c2ccccc2)[Pd](P(c2ccccc2)(c2ccccc2)c2ccccc2)(P(c2ccccc2)(c2ccccc2)c2ccccc2)P(c2ccccc2)(c2ccccc2)c2ccccc2)cc1. The product is O=c1[nH]cnc2ccc(-c3ccc(F)cc3)nc12. RXN SMILES: [CH3:29][C:30](=[O:31])[OH:32].[Cl:1][c:2]1[cH:3][cH:4][c:5]2[n:6][cH:7][nH:8][c:9](=[O:12])[c:10]2[n:11]1.[K+:23].[K+:24].[O-:25][C:26]([O-:27])=[O:28].[O:33]1[CH2:34][CH2:35][O:36][CH2:37][CH2:38]1.[OH2:39].[OH:13][B:14]([OH:15])[c:16]1[cH:17][cH:18][c:19]([F:20])[cH:21][cH:22]1.[cH:40]1[cH:41][cH:42][c:43]([P:44]([Pd:45]([P:46]([c:47]2[cH:48][cH:49][cH:50][cH:51][cH:52]2)([c:53]2[cH:54][cH:55][cH:56][cH:57][cH:58]2)[c:59]2[cH:60][cH:61][cH:62][cH:63][cH:64]2)([P:65]([c:66]2[cH:67][cH:68][cH:69][cH:70][cH:71]2)([c:72]2[cH:73][cH:74][cH:75][cH:76][cH:77]2)[c:78]2[cH:79][cH:80][cH:81][cH:82][cH:83]2)[P:84]([c:85]2[cH:86][cH:87][cH:88][cH:89][cH:90]2)([c:91]2[cH:92][cH:93][cH:94][cH:95][cH:96]2)[c:97]2[cH:98][cH:99][cH:100][cH:101][cH:102]2)([c:103]2[cH:104][cH:105][cH:106][cH:107][cH:108]2)[c:109]2[cH:110][cH:111][cH:112][cH:113][cH:114]2)[cH:115][cH:116]1>>[c:2]1(-[c:16]2[cH:17][cH:18][c:19]([F:20])[cH:21][cH:22]2)[cH:3][cH:4][c:5]2[n:6][cH:7][nH:8][c:9](=[O:12])[c:10]2[n:11]1. Reactants: COC(C(CCBr)OC1=C(C=C(C=C1)F)F)=O (4-Bromo-2-(2,4-difluoro-phenoxy)-butyric acid methyl ester), CC(C)([O-])C.[K+] (potassium tert butoxide). Run in C1CCOC1 (THF), C1CCOC1 (THF). Conditions: temperature 60 celsius. Yields the product COC(=O)C1(CC1)OC1=C(C=C(C=C1)F)F (1-(2,4-Difluoro-phenoxy)-cyclopropanecarboxylic acid methyl ester). Isolated yield 80.9%. Reaction SMILES: [CH3:1][O:2][C:3](=[O:17])[CH:4]([O:8][C:9]1[CH:14]=[CH:13][C:12]([F:15])=[CH:11][C:10]=1[F:16])[CH2:5][CH2:6]Br.CC(C)([O-])C.[K+]>C1COCC1>[CH3:1][O:2][C:3]([C:4]1([O:8][C:9]2[CH:14]=[CH:13][C:12]([F:15])=[CH:11][C:10]=2[F:16])[CH2:6][CH2:5]1)=[O:17] |f:1.2|. Reported procedure: A solution of 4-Bromo-2-(2,4-difluoro-phenoxy)-butyric acid methyl ester (3.167 g, 10.29 mmol) in THF (40 ml) was added to a suspension of potassium tert butoxide (1.148 g, 10.26 mmol) in THF (20 ml) and the reaction mixture was heated at 60° C. for 4 hr. Reaction mixture was cooled to room temp, quenched with brine (5 ml) extracted in ether (50 ml) and washed with brine (2×5 ml), dried over Na2SO4 and concentrated under reduced pressure to obtain crude product, 1-(2,4-Difluoro-phenoxy)-cyclopro...